Dataset: the Open Reaction Database (ORD), a public repository of structured organic reaction records. Task: describe an organic reaction: reactants, conditions, products, and yield Starting materials: C(C=1C(O)=CC=C(O)C1)(=O)O (gentisic acid), O=C(C[C@@H](CC1=C(C=C(C(=C1)F)F)F)N)N1CC=2N(CC1)C(=NN2)C(F)(F)F ((2R)-4-oxo-4-[3-(trifluoromethyl)-5,6-dihydro[1,2,4]triazolo[4,3-a]pyrazin-7(8H)-yl]-1-(2,4,5-trifluorophenyl)butan-2-amine). Solvent: C(C)(C)O (isopropylalcohol), C(Cl)(Cl)Cl (chloroform). The product is C(C=1C(O)=CC=C(O)C1)(=O)[O-] (gentisate), O=C(C[C@@H](CC1=C(C=C(C(=C1)F)F)F)N)N1CC=2N(CC1)C(=NN2)C(F)(F)F ((2R)-4-oxo-4-[3-(trifluoromethyl)-5,6-dihydro[1,2,4]triazolo[4,3-a]pyrazin-7(8H)-yl]-1-(2,4,5-trifluorophenyl)butan-2-amine). Reaction SMILES: [C:1]([OH:11])(=[O:10])[C:2]1[C:3](=[CH:5][CH:6]=[C:7]([CH:9]=1)[OH:8])[OH:4].[O:12]=[C:13]([N:27]1[CH2:32][CH2:31][N:30]2[C:33]([C:36]([F:39])([F:38])[F:37])=[N:34][N:35]=[C:29]2[CH2:28]1)[CH2:14][C@H:15]([NH2:26])[CH2:16][C:17]1[CH:22]=[C:21]([F:23])[C:20]([F:24])=[CH:19][C:18]=1[F:25]>C(O)(C)C.C(Cl)(Cl)Cl>[C:1]([O-:11])(=[O:10])[C:2]1[C:3](=[CH:5][CH:6]=[C:7]([CH:9]=1)[OH:8])[OH:4].[O:12]=[C:13]([N:27]1[CH2:32][CH2:31][N:30]2[C:33]([C:36]([F:39])([F:38])[F:37])=[N:34][N:35]=[C:29]2[CH2:28]1)[CH2:14][C@H:15]([NH2:26])[CH2:16][C:17]1[CH:22]=[C:21]([F:23])[C:20]([F:24])=[CH:19][C:18]=1[F:25]. Reported procedure: The gentisic acid salt of (2R)-4-oxo-4-[3-(trifluoromethyl)-5,6-dihydro[1,2,4]triazolo[4,3-a]pyrazin-7(8H)-yl]-1-(2,4,5-trifluorophenyl)butan-2-amine was formed by mixing gentisic acid (0.113 g), (2R)-4-oxo-4-[3-(trifluoromethyl)-5,6-dihydro[1,2,4]triazolo[4,3-a]pyrazin-7(8H)-yl]-1-(2,4,5-trifluorophenyl)butan-2-amine (0.300 g) in a mixture of isopropylalcohol (0.6 mL) and chloroform (1.5 mL), followed by stirring at reflux temperature for 2 h. The solvent was distilled out at reduced pressure t... Starting materials: OC1CC([C@H](CC=CCCCC(=O)O)[C@H]1SCC1(CCCCC)OCCO1)=O (11-hydroxy-15,15-ethylenedioxy-9-oxo-13-thia-5-prostenoic acid), [BH4-].[Na+] (NaBH4). The product is OC1[C@H](CC=CCCCC(=O)O)[C@H](C(C1)O)SCC1(CCCCC)OCCO1 (9,11-dihydroxy-15,15-ethylenedioxy-13-thia-5-prostenoic acid). RXN SMILES: [OH:1][CH:2]1[C@H:15]([S:16][CH2:17][C:18]2([O:27][CH2:26][CH2:25][O:24]2)[CH2:19][CH2:20][CH2:21][CH2:22][CH3:23])[C@@H:5]([CH2:6][CH:7]=[CH:8][CH2:9][CH2:10][CH2:11][C:12]([OH:14])=[O:13])[C:4](=[O:28])[CH2:3]1.[BH4-].[Na+]>>[OH:28][CH:4]1[CH2:3][CH:2]([OH:1])[C@H:15]([S:16][CH2:17][C:18]2([O:24][CH2:25][CH2:26][O:27]2)[CH2:19][CH2:20][CH2:21][CH2:22][CH3:23])[C@H:5]1[CH2:6][CH:7]=[CH:8][CH2:9][CH2:10][CH2:11][C:12]([OH:14])=[O:13] |f:1.2|. Reported procedure: 0.1 g. 11-hydroxy-15,15-ethylenedioxy-9-oxo-13-thia-5-prostenoic acid is reduced with NaBH4 analogously to Example 14 and the 9,11-dihydroxy-15,15-ethylenedioxy-13-thia-5-prostenoic acid obtained subsequently stirred at room temperature for 2 hours with 10 ml. IN aqueous HCl and 10 ml. dioxan. The reaction mixture is saturated with NaCl extracted with benzene, the organic phase dried and the solvent distilled off to obtain, as the residue, 9,11-dihydroxy-15-oxo-13-thia-5-prostenoic acid. Starting materials: C(C1=CC=CC=C1)C=1C=NC(=NC1)Cl (5-benzyl-2-chloropyrimidine), OCC1CN(CCN1)C(=O)OC(C)(C)C (tert-butyl 3-(hydroxymethyl)piperazine-1-carboxylate), C(C)(C)N(CC)C(C)C (diisopropylethylamine). The solvent is O1CCOCC1 (dioxane). Yields the product C(C1=CC=CC=C1)C=1C=NC(=NC1)N1C(CN(CC1)C(=O)OC(C)(C)C)CO (tert-butyl 4-(5-benzylpyrimidin-2-yl)-3-(hydroxymethyl)piperazine-1-carboxylate). Isolated yield 22.5%. RXN SMILES: [CH2:1]([C:8]1[CH:9]=[N:10][C:11](Cl)=[N:12][CH:13]=1)[C:2]1[CH:7]=[CH:6][CH:5]=[CH:4][CH:3]=1.[OH:15][CH2:16][CH:17]1[NH:22][CH2:21][CH2:20][N:19]([C:23]([O:25][C:26]([CH3:29])([CH3:28])[CH3:27])=[O:24])[CH2:18]1.C(N(C(C)C)CC)(C)C>O1CCOCC1>[CH2:1]([C:8]1[CH:9]=[N:10][C:11]([N:22]2[CH2:21][CH2:20][N:19]([C:23]([O:25][C:26]([CH3:27])([CH3:28])[CH3:29])=[O:24])[CH2:18][CH:17]2[CH2:16][OH:15])=[N:12][CH:13]=1)[C:2]1[CH:7]=[CH:6][CH:5]=[CH:4][CH:3]=1. Reported procedure: A solution of 5-benzyl-2-chloropyrimidine (944 mg, 4.626 mmol), tert-butyl 3-(hydroxymethyl)piperazine-1-carboxylate (1.0 g, 6.939 mmol) and diisopropylethylamine (1.8 g, 13.878 mmol) in dioxane (100 mL) was stirred at 110° C. for two days. The reaction mixture was cooled to room temperature, concentrated and directly purified by silica gel chromatography eluting with petroleum ether:ethyl acetate=1:1, to afford tert-butyl 4-(5-benzylpyrimidin-2-yl)-3-(hydroxymethyl)piperazine-1-carboxylate (400... As a reaction SMILES: [C:1]1([C:7]2[CH:8]=[CH:9][C:10]([NH2:13])=[N:11][CH:12]=2)[CH:6]=[CH:5][CH:4]=[CH:3][CH:2]=1.[CH3:14][O:15][C:16](=[O:33])[CH2:17][O:18][C:19]1[CH:24]=[C:23]([O:25][CH3:26])[C:22]([S:27][CH2:28][CH2:29][CH:30]=O)=[CH:21][C:20]=1[CH3:32].CC1C=CC(S(O)(=O)=O)=CC=1.Cl.C(=O)(O)[O-].[Na+]>CO>[CH3:14][O:15][C:16](=[O:33])[CH2:17][O:18][C:19]1[CH:24]=[C:23]([O:25][CH3:26])[C:22]([S:27][CH2:28][CH2:29][CH2:30][NH:13][C:10]2[CH:9]=[CH:8][C:7]([C:1]3[CH:2]=[CH:3][CH:4]=[CH:5][CH:6]=3)=[CH:12][N:11]=2)=[CH:21][C:20]=1[CH3:32] |f:4.5|. Reported procedure: Commercially available 5-phenyl-pyridin-2-ylamine (631 mg, 3.7 mmol) and Compound 64A were dissolved in 20 ml methanol with catalytic p-TsOH (ca. 20 mg) and stirred at 25 C for 18 h to give a yellow solution. NaH3CN was added and the reaction was allowed to stir for 1 h. 2N HCl was added to pH<3 and stirred 5 minutes. Saturated sodium bicarbonate was added and the product was extracted in to 100 ml ethyl acetate, dried over anhydrous sodium sulfate, decanted and concentrated. Liquid chromatograp... Reaction conditions: time 18 hour. Starting materials: NaH3CN, Cl (HCl), C1(=CC=CC=C1)C=1C=CC(=NC1)N (5-phenyl-pyridin-2-ylamine), COC(COC1=C(C=C(C(=C1)OC)SCCC=O)C)=O ([5-Methoxy-2-methyl-4-(3-oxo-propylsulfanyl)-phenoxy]-acetic acid methyl ester), CC=1C=CC(=CC1)S(=O)(=O)O (p-TsOH), C([O-])(O)=O.[Na+] (sodium bicarbonate). Solvent: CO (methanol). The product is COC(COC1=C(C=C(C(=C1)OC)SCCCNC1=NC=C(C=C1)C1=CC=CC=C1)C)=O ({5-Methoxy-2-methyl-4-[3-(5-phenyl-pyridin-2-ylamino)-propylsulfanyl]-phenoxy}-acetic acid methyl ester). Starting materials: ClC1=NC(=NC(=C1C(=O)OCC)C)SC (ethyl 4-chloro-6-methyl-2-(methylsulfanyl)-5-pyrimidinecarboxylate), NC1=CC=C(C(=O)OC(C)(C)C)C=C1 (tert-butyl 4-aminobenzoate), C(C)(C)N(C(C)C)CC (N,N-diisopropylethylamine). Solvent: O1CCOCC1 (dioxane). Product: C(C)(C)(C)OC(=O)C1=CC=C(NC2=NC(=NC(=C2C(=O)OCC)C)SC)C=C1 (ethyl 4-[4-(tert-butoxycarbonyl)anilino]-6-methyl-2-(methylsulfanyl)-5-pyrimidinecarboxylate). Isolated yield 81.1%. As a reaction SMILES: Cl[C:2]1[C:7]([C:8]([O:10][CH2:11][CH3:12])=[O:9])=[C:6]([CH3:13])[N:5]=[C:4]([S:14][CH3:15])[N:3]=1.[NH2:16][C:17]1[CH:29]=[CH:28][C:20]([C:21]([O:23][C:24]([CH3:27])([CH3:26])[CH3:25])=[O:22])=[CH:19][CH:18]=1.C(N(CC)C(C)C)(C)C>O1CCOCC1>[C:24]([O:23][C:21]([C:20]1[CH:19]=[CH:18][C:17]([NH:16][C:2]2[C:7]([C:8]([O:10][CH2:11][CH3:12])=[O:9])=[C:6]([CH3:13])[N:5]=[C:4]([S:14][CH3:15])[N:3]=2)=[CH:29][CH:28]=1)=[O:22])([CH3:27])([CH3:25])[CH3:26]. Procedure details: A solution of compound D (31.5 g; 0.1278 mol), tert-butyl 4-aminobenzoate (48 g; 0.248 mol), N,N-diisopropylethylamine (50.3 g; 0.39 mol) in 400 mL of dioxane was refluxed for 72 h under magnetic stirring. The reaction mixture was filtered, concentrated and taken up with ethyl acetate. The organic phase was washed with water and brine, dried over anhydrous sodium sulphate and concentrated. The crude mixture was purified by silica gel column chromatography (eluant: n-hexane/ethyl acetate=9/1) to ... Starting materials: CCOC(=O)c1c(S(C)=O)n(C2CC2)c2c(OC)c(Br)ccc2c1=O, CN(C)C=O, [Na], S. Yields the product CCOC(=O)c1c(S)n(C2CC2)c2c(OC)c(Br)ccc2c1=O. RXN SMILES: [Br:3][c:4]1[cH:5][cH:6][c:7]2[c:8](=[O:27])[c:9]([C:22](=[O:23])[O:24][CH2:25][CH3:26])[c:10]([S:19]([CH3:20])=[O:21])[n:11]([CH:16]3[CH2:17][CH2:18]3)[c:12]2[c:13]1[O:14][CH3:15].[CH3:28][N:29]([CH3:30])[CH:31]=[O:32].[Na:2].[SH2:1]>>[Br:3][c:4]1[cH:5][cH:6][c:7]2[c:8](=[O:27])[c:9]([C:22](=[O:23])[O:24][CH2:25][CH3:26])[c:10]([SH:19])[n:11]([CH:16]3[CH2:17][CH2:18]3)[c:12]2[c:13]1[O:14][CH3:15]. Starting materials: CC(=O)OCC(C)(C)C(=O)O, Cc1ccccc1, O=C(Cl)C(=O)Cl. The product is CC(=O)OCC(C)(C)C(=O)Cl. As a reaction SMILES: [C:1]([CH3:2])(=[O:3])[O:4][CH2:5][C:6]([C:7](=[O:8])[OH:9])([CH3:10])[CH3:11].[CH3:18][c:19]1[cH:20][cH:21][cH:22][cH:23][cH:24]1.[Cl:12][C:13]([C:14]([Cl:15])=[O:16])=[O:17]>>[C:1]([CH3:2])(=[O:3])[O:4][CH2:5][C:6]([C:7](=[O:8])[Cl:12])([CH3:10])[CH3:11]. The reactants are [N+](=O)([O-])C1=C(C=O)C=C(C=C1)OCCCCS(=O)(=O)C1=CC=CC=C1 (2-nitro-5-[4-(phenylsulfonyl)butoxy]benzaldehyde), C(C)OCC (Diethyl ether), [Na] (Sodium), O=C1NC(C(N1)=O)P(OCC)(=O)OCC (diethyl 2,4-dioxoimidazolidine-5-phosphonate). Solvent: C(C)O (ethanol), C(Cl)(Cl)Cl (chloroform), C(C)O (ethanol). Reaction conditions: time 1 hour. The product is [N+](=O)([O-])C1=C(C=C(C=C1)OCCCCS(=O)(=O)C1=CC=CC=C1)C=C1C(NC(N1)=O)=O (5-[[2-nitro-5-[4-(phenylsulfonyl)butoxy]phenyl]methylene]-2,4-imidazolidinedione). Yield: 8.6%. Reaction SMILES: [Na].[O:2]=[C:3]1[NH:7][C:6](=[O:8])[CH:5](P(OCC)(=O)OCC)[NH:4]1.[N+:17]([C:20]1[CH:27]=[CH:26][C:25]([O:28][CH2:29][CH2:30][CH2:31][CH2:32][S:33]([C:36]2[CH:41]=[CH:40][CH:39]=[CH:38][CH:37]=2)(=[O:35])=[O:34])=[CH:24][C:21]=1[CH:22]=O)([O-:19])=[O:18].C(OCC)C>C(O)C.C(Cl)(Cl)Cl>[N+:17]([C:20]1[CH:27]=[CH:26][C:25]([O:28][CH2:29][CH2:30][CH2:31][CH2:32][S:33]([C:36]2[CH:41]=[CH:40][CH:39]=[CH:38][CH:37]=2)(=[O:35])=[O:34])=[CH:24][C:21]=1[CH:22]=[C:5]1[NH:4][C:3](=[O:2])[NH:7][C:6]1=[O:8])([O-:19])=[O:18] |^1:0|. Reported procedure: Sodium (0.386 g, 0.017 g, atom) was dissolved in ethanol (70 mL) and diethyl 2,4-dioxoimidazolidine-5-phosphonate (3.96 g, 17 mmol) added. After 1 hour, a solution of 2-nitro-5-[4-(phenylsulfonyl)butoxy]benzaldehyde (4.70 g, 13 mmol) (prepared by alkylating 5-hydroxy-2-nitrobenzaldehyde with 4-phenylsulfonylbutyl bromide) in ethanol and chloroform was added. After 20 minutes, the solvent was evaporated and the residue extracted with chloroform to give a foamy solid which was dissolved in acetont...